describe an organic reaction: reactants, conditions, products, and yield From a dataset of the Open Reaction Database (ORD), a public repository of structured organic reaction records. Starting materials: C(CCCCCCC)(=O)[O-].[Li+] (Lithium octanoate), C(CCCCCCC)O (1-octanol), C(CCC)[Li] (n-butyllithium), BrC1=NC=C(C=C1Cl)Br (2,5-dibromo-3-chloropyridine). Run in CCCCCC (n-hexane), O1CCCC1 (tetrahydrofuran), O1CCCC1 (tetrahydrofuran). The product is BrC=1C=C(C(=NC1)OCCCCCCCC)Cl (5-bromo-3-chloro-2-octyloxypyridine). RXN SMILES: [C:1]([O-:10])(=O)[CH2:2][CH2:3][CH2:4][CH2:5][CH2:6][CH2:7][CH3:8].[Li+].C(O)CCCCCCC.C([Li])CCC.Br[C:27]1[C:32]([Cl:33])=[CH:31][C:30]([Br:34])=[CH:29][N:28]=1>CCCCCC.O1CCCC1>[Br:34][C:30]1[CH:31]=[C:32]([Cl:33])[C:27]([O:10][CH2:1][CH2:2][CH2:3][CH2:4][CH2:5][CH2:6][CH2:7][CH3:8])=[N:28][CH:29]=1 |f:0.1|. Reported procedure: Lithium octanoate (prepared in advance from 13.02 g (100.00 mmol) of 1-octanol and 69 ml (110.00 mmol) of a 1.6 molar n-butyllithium solution in n-hexane in 40 ml of tetrahydrofuran at 0° C.) and 27.13 g (100.00 mmol) of 2,5-dibromo-3-chloropyridine are refluxed for 7 hours in 40 ml of tetrahydrofuran. The mixture is subsequently partitioned between aqueous sodium chloride solution and ether, the ether phase is washed twice with aqueous sodium chloride solution, dried over sodium sulfate and fil... The reactants are C=1C=CC2=C(C1)C(=O)C=CC2=O (naphthoquinone), CN(N=CC(=C)F)C (2-fluoro-2-propenal N,N-dimethylhydrazone), C=1C=CC2=C(C1)C(=O)C=CC2=O (naphthoquinone). Run in C(Cl)(Cl)Cl (chloroform). Product: compound, FC1=CNC=2C(C3=CC=CC=C3C(C2C1)=O)=O (3-fluoro-1,4-dihydro-1-azaanthracen-9,10-dione). The yield is 5.0%. As a reaction SMILES: [CH:1]1[CH:2]=[CH:3][C:4]2[C:11](=[O:12])[CH:10]=[CH:9][C:7](=[O:8])[C:5]=2[CH:6]=1.CN(C)[N:15]=[CH:16][C:17]([F:19])=[CH2:18]>C(Cl)(Cl)Cl>[F:19][C:17]1[CH2:18][C:10]2[C:11](=[O:12])[C:4]3[C:5](=[CH:6][CH:1]=[CH:2][CH:3]=3)[C:7](=[O:8])[C:9]=2[NH:15][CH:16]=1. Procedure: A solution of naphthoquinone (632 mg, 4 mmol) and 2-fluoro-2-propenal N,N-dimethylhydrazone was refluxed for 22 hours in dry chloroform (15 ml.) Another portion of naphthoquinone (0.41 g, 2.59 mmol) was added and the reflux continued for 3 more hours. After the solvent was evaporated at reduced pressure, silica gel column chromatography with elution with ethyl-ether-petroleum ether (1:1) yielded 187 mg (21%) of compound (I-1) and 42 mg (5%) of 3-fluoro-1,4-dihydro-1-azaanthracen-9,10-dione. m.p.... RXN SMILES: [N:1]1[C:10]2[C:5](=[CH:6][C:7]([C:11]([O:13]C)=O)=[CH:8][CH:9]=2)[N:4]=[CH:3][CH:2]=1.[NH3:15]>CO>[N:1]1[C:10]2[C:5](=[CH:6][C:7]([C:11]([NH2:15])=[O:13])=[CH:8][CH:9]=2)[N:4]=[CH:3][CH:2]=1. Conditions: time 16 hour. Run in CO (methanol). Procedure details: A suspension of methyl quinoxaline-6-carboxylate (2.00 g) in methanol (7.0 mL) and 28-30% ammonia (14 mL) was stirred in a sealed tube at room temperature for 16 h. The precipitated solid was filtered, washed with water and dried under high vacuum to give quinoxaline-6-carboxamide as a white powder. A portion of this material (0.10 g) was suspended in anhydrous dichloromethane and treated with oxalyl chloride (1.0 mL of a 2M solution in dichloromethane) under a nitrogen atmosphere. The mixture w... The reactants are N1=CC=NC2=CC(=CC=C12)C(=O)OC (methyl quinoxaline-6-carboxylate), N (ammonia). The product is N1=CC=NC2=CC(=CC=C12)C(=O)N (quinoxaline-6-carboxamide). The product is Clc1cc(N2CCOCC2)n2nc(-c3ccc(N4CCOCC4)nc3)cc2n1. Reactants: C1COCCN1, C1COCCO1, Clc1cc(Cl)n2nc(-c3ccc(N4CCOCC4)nc3)cc2n1, O. As a reaction SMILES: [CH2:24]1[CH2:25][O:26][CH2:27][CH2:28][NH:29]1.[CH2:30]1[O:31][CH2:32][CH2:33][O:34][CH2:35]1.[Cl:1][c:2]1[n:3][c:4]2[n:5]([c:6]([Cl:8])[cH:7]1)[n:9][c:10](-[c:12]1[cH:13][n:14][c:15]([N:18]3[CH2:19][CH2:20][O:21][CH2:22][CH2:23]3)[cH:16][cH:17]1)[cH:11]2.[OH2:36]>>[Cl:1][c:2]1[n:3][c:4]2[n:5]([c:6]([N:29]3[CH2:24][CH2:25][O:26][CH2:27][CH2:28]3)[cH:7]1)[n:9][c:10](-[c:12]1[cH:13][n:14][c:15]([N:18]3[CH2:19][CH2:20][O:21][CH2:22][CH2:23]3)[cH:16][cH:17]1)[cH:11]2. Starting materials: potassium tert.-butylate, C1(=CC=CC=C1)C (toluene), ClC1=CC=C(C=C1)CCC(C(C(C)C)(C)C)=O (1-(4-chlorophenyl)-4,4,5-trimethyl-hexan-3-one). The reagents and catalysts are [Br-].C[P+](C1=CC=CC=C1)(C1=CC=CC=C1)C1=CC=CC=C1 (methyltriphenyl-phosphonium bromide). Yields the product ClC1=CC=C(C=C1)CCC(=C)C(C(C)C)(C)C (2-(4-chlorophenylethyl)-3,3,4-trimethyl-pent-1-ene). Yield: 58.0%. Reaction SMILES: [Cl:1][C:2]1[CH:7]=[CH:6][C:5]([CH2:8][CH2:9][C:10](=O)[C:11]([CH3:16])([CH3:15])[CH:12]([CH3:14])[CH3:13])=[CH:4][CH:3]=1.[C:18]1(C)C=CC=CC=1>[Br-].C[P+](C1C=CC=CC=1)(C1C=CC=CC=1)C1C=CC=CC=1>[Cl:1][C:2]1[CH:7]=[CH:6][C:5]([CH2:8][CH2:9][C:10]([C:11]([CH3:16])([CH3:15])[CH:12]([CH3:14])[CH3:13])=[CH2:18])=[CH:4][CH:3]=1 |f:2.3|. Procedure details: A suspension of 47.4 g (0.133 mol) of methyltriphenyl-phosphonium bromide and 15.3 g (0.137 mol) of potassium tert.-butylate in 250 ml of absolute toluene is heated under reflux under dry nitrogen 25.2 g (0.1 mol) of 1-(4-chlorophenyl)-4,4,5-trimethyl-hexan-3-one are introduced over the course of 5 minutes The reaction mixture is heated under reflux for a further 15 hours, then cooled to room temperature, washed twice with water and concentrated under reduced pressure The residue is taken up in ... The reactants are C1CCOC1, CC(C)(C)[O-], Clc1ncnc2[nH]ccc12, [K+], O, O=S(=O)(Cl)c1ccccc1. Yields the product O=S(=O)(c1ccccc1)n1ccc2c(Cl)ncnc21. Reaction SMILES: [CH2:28]1[O:29][CH2:30][CH2:31][CH2:32]1.[CH3:11][C:12]([CH3:13])([O-:14])[CH3:15].[Cl:1][c:2]1[c:3]2[c:4]([n:5][cH:6][n:7]1)[nH:8][cH:9][cH:10]2.[K+:16].[OH2:27].[c:17]1([S:23](=[O:24])(=[O:25])[Cl:26])[cH:18][cH:19][cH:20][cH:21][cH:22]1>>[Cl:1][c:2]1[c:3]2[c:4]([n:5][cH:6][n:7]1)[n:8]([S:23]([c:17]1[cH:18][cH:19][cH:20][cH:21][cH:22]1)(=[O:24])=[O:25])[cH:9][cH:10]2. Starting materials: ClC=1C=CC2=C(C(C3=C(CC2)C=CC=C3)=CC=3C=C(C=CC3)NS(=O)(=O)C)C1 (N-[3-(3-chloro-10,11-dihydro-dibenzo[a,d]cyclohepten-5-ylidenemethyl)-phenyl]-methanesulfonamide). Reagents/catalysts: [Pt] (Pt/C), [Pt] (Pt/C). The solvent is CCOC(=O)C (EtOAc). Reaction conditions: time 18 hour. The product is ClC=1C=CC2=C(C(C3=C(CC2)C=CC=C3)CC=3C=C(C=CC3)NS(=O)(=O)C)C1 (N-[3-(3-Chloro-10,11-dihydro-5H-dibenzo[a,d]cyclohepten-5-ylmethyl)-phenyl]-methanesulfonamide). The yield is 13.9%. RXN SMILES: [Cl:1][C:2]1[CH:3]=[CH:4][C:5]2[CH2:11][CH2:10][C:9]3[CH:12]=[CH:13][CH:14]=[CH:15][C:8]=3[C:7](=[CH:16][C:17]3[CH:18]=[C:19]([NH:23][S:24]([CH3:27])(=[O:26])=[O:25])[CH:20]=[CH:21][CH:22]=3)[C:6]=2[CH:28]=1>CCOC(C)=O.[Pt]>[Cl:1][C:2]1[CH:3]=[CH:4][C:5]2[CH2:11][CH2:10][C:9]3[CH:12]=[CH:13][CH:14]=[CH:15][C:8]=3[CH:7]([CH2:16][C:17]3[CH:18]=[C:19]([NH:23][S:24]([CH3:27])(=[O:26])=[O:25])[CH:20]=[CH:21][CH:22]=3)[C:6]=2[CH:28]=1. Reported procedure: Dissolve N-[3-(3-chloro-10,11-dihydro-dibenzo[a,d]cyclohepten-5-ylidenemethyl)-phenyl]-methanesulfonamide (200 mg, 0.49 mmol) in EtOAc (30 mL) and add 5% Pt/C (150 mg). Stir for 18 h under an atmosphere of hydrogen. Add 5% Pt/C (200 mg). Stir for 24 h under an atmosphere of hydrogen. Filter and concentrate to give 140 mg crude product. Purify using reverse-phase UV guided HPLC to give 28 mg viscous tan oil, MS (ES) 410 (M−1). HPLC shows 99% purity.